Dataset: the Open Reaction Database (ORD), a public repository of structured organic reaction records. Task: describe an organic reaction: reactants, conditions, products, and yield The reactants are N(N)C=1N=NC(=CC1)N1CCOCC1 (3-hydrazino-6-morpholino-pyridazine), CCC(CCC(CC)=O)=O (3,6-octanedione). Solvent: C(C)(=O)O (acetic acid), C(C)(=O)O (acetic acid). Run at temperature 67 celsius. The product is C(C)C=1N(C(=CC1)CC)NC=1N=NC(=CC1)N1CCOCC1 (N-(2,5-Diethyl-1H-pyrrol-1-yl)-6-morpholino-3-pyridazineamine). Isolated yield 85.7%. Reaction SMILES: [NH:1]([C:3]1[N:4]=[N:5][C:6]([N:9]2[CH2:14][CH2:13][O:12][CH2:11][CH2:10]2)=[CH:7][CH:8]=1)[NH2:2].[CH3:15][CH2:16][C:17](=O)[CH2:18][CH2:19][C:20](=O)[CH2:21][CH3:22]>C(O)(=O)C>[CH2:21]([C:20]1[N:2]([NH:1][C:3]2[N:4]=[N:5][C:6]([N:9]3[CH2:10][CH2:11][O:12][CH2:13][CH2:14]3)=[CH:7][CH:8]=2)[C:17]([CH2:16][CH3:15])=[CH:18][CH:19]=1)[CH3:22]. Reported procedure: To 1.95 g (10 m moles) of 3-hydrazino-6-morpholino-pyridazine dissolved in 12 ml of acetic acid, 1.71 g (12 m moles) of 3,6-octanedione dissolved in 4 ml of acetic acid are added at room temperature. The mixture is heated at 67° C. for 2 hours and then evaporated to dryness under vacuum. The oily residue is dissolved in toluene and the solution is evaporated to dryness. The residue is slurried with ice-water and neutralized with sodium bicarbonate to yield 2.58 g of a solid product. Said materia... The reactants are FC(S(=O)(=O)OS(=O)(=O)C(F)(F)F)(F)F (trifluoromethanesulfonic anhydride), ClC=1C=C(C=CC1)[C@H]([C@@H](O)C1=CC=C(C=C1)Cl)C[C@@](CC=C)(C)C=1O[C@H]([C@@H](N1)CC)C ((1R,2R,4S)-2-(3-chlorophenyl)-1-(4-chlorophenyl)-4-((4S,5S)-4-ethyl-5-methyl-4,5-dihydrooxazol-2-yl)-4-methylhept-6-en-1-ol), N1=C(C=CC=C1C)C (2,6-lutidine), FC(S(=O)(=O)OS(=O)(=O)C(F)(F)F)(F)F (trifluoromethanesulfonic anhydride). Reagents/catalysts: [O-]S(=O)(=O)[O-].[Cu+2] (CuSO4). The solvent is C(Cl)Cl (methylene chloride), C(Cl)Cl (methylene chloride), C(Cl)Cl (CH2Cl2). Run at temperature -50 celsius, time 30 minute. Yields the product [O-]S(=O)(=O)C(F)(F)F.C(C=C)[C@@]1(C2=[N+]([C@@H]([C@H](C1)C1=CC(=CC=C1)Cl)C1=CC=C(C=C1)Cl)[C@H]([C@@H](O2)C)CC)C ((2S,3S,5S,6R,8S)-8-allyl-6-(3-chlorophenyl)-5-(4-chlorophenyl)-3-ethyl-2,8-dimethyl-2,3,5,6,7,8-hexahydrooxazolo[3,2-a]pyridin-4-ium triflate). Reaction SMILES: [Cl:1][C:2]1[CH:3]=[C:4]([C@@H:8]([CH2:18][C@:19]([C:24]2[O:25][C@@H:26]([CH3:31])[C@H:27]([CH2:29][CH3:30])[N:28]=2)([CH3:23])[CH2:20][CH:21]=[CH2:22])[C@H:9]([C:11]2[CH:16]=[CH:15][C:14]([Cl:17])=[CH:13][CH:12]=2)O)[CH:5]=[CH:6][CH:7]=1.N1C(C)=CC=CC=1C.[F:40][C:41]([F:54])([F:53])[S:42]([O:45]S(C(F)(F)F)(=O)=O)(=[O:44])=[O:43]>C(Cl)Cl.[O-]S([O-])(=O)=O.[Cu+2]>[O-:45][S:42]([C:41]([F:54])([F:53])[F:40])(=[O:44])=[O:43].[CH2:20]([C@@:19]1([CH3:23])[CH2:18][C@H:8]([C:4]2[CH:5]=[CH:6][CH:7]=[C:2]([Cl:1])[CH:3]=2)[C@@H:9]([C:11]2[CH:16]=[CH:15][C:14]([Cl:17])=[CH:13][CH:12]=2)[N+:28]2[C@@H:27]([CH2:29][CH3:30])[C@H:26]([CH3:31])[O:25][C:24]1=2)[CH:21]=[CH2:22] |f:4.5,6.7|. Procedure details: To a solution of (1R,2R,4S)-2-(3-chlorophenyl)-1-(4-chlorophenyl)-4-((4S,5S)-4-ethyl-5-methyl-4,5-dihydrooxazol-2-yl)-4-methylhept-6-en-1-ol (80 mg, 0.174 mmol) in CH2Cl2 (1737 μl) at −50° C. was added 2,6-lutidine (46.4 μl, 0.400 mmol) followed by trifluoromethanesulfonic anhydride solution, 1 M in methylene chloride (191 μl, 0.191 mmol). The reaction was stirred at −50° C. for 30 min and then treated with an additional 25 uL of trifluoromethanesulfonic anhydride solution, 1 M in methylene chlo... Reactants: [OH-].[Na+] (sodium hydroxide), BrCC=1C(=C(C=CC1F)C1=CC=CC=C1)F (3-bromomethyl-2,4-difluoro[1,1'-biphenyl]), N12CCN(CC1)CC2 (1,4-diazabicyclo[2.2.2]octane), ClC(=C[C@H]1C([C@H]1C(=O)O)(C)C)Cl (cis-3-(2,2-dichloroethenyl)-2,2-dimethylcyclopropanecarboxylic acid). Run in O (water), C(C)#N (acetonitrile), CCCCCCC (heptane). Product: ClC(=CC1C(C1C(=O)OCC=1C(=C(C=CC1F)C1=CC=CC=C1)F)(C)C)Cl ((2,4-Difluoro-[1,1'-biphenyl]-3-yl)methyl 3-(2,2-dichloroethenyl)-2,2-dimethylcyclopropanecarboxylate). RXN SMILES: [Cl:1][C:2]([Cl:12])=[CH:3][C@@H:4]1[C@H:6]([C:7]([OH:9])=[O:8])[C:5]1([CH3:11])[CH3:10].[OH-].[Na+].Br[CH2:16][C:17]1[C:18]([F:30])=[C:19]([C:24]2[CH:29]=[CH:28][CH:27]=[CH:26][CH:25]=2)[CH:20]=[CH:21][C:22]=1[F:23].N12CCN(CC1)CC2>CCCCCCC.O.C(#N)C>[Cl:1][C:2]([Cl:12])=[CH:3][CH:4]1[CH:6]([C:7]([O:9][CH2:16][C:17]2[C:18]([F:30])=[C:19]([C:24]3[CH:29]=[CH:28][CH:27]=[CH:26][CH:25]=3)[CH:20]=[CH:21][C:22]=2[F:23])=[O:8])[C:5]1([CH3:10])[CH3:11] |f:1.2|. Procedure: To a mixture of cis-3-(2,2-dichloroethenyl)-2,2-dimethylcyclopropanecarboxylic acid (2.2 g, 0.11 mole) in 75 ml of heptane was added sodium hydroxide (0.42 g, 0.011 mole) in 5 ml of water. The mixture was shaken until the acid dissolved. The water was then removed by distillation, the volume of the reaction mixture being reduced to 50 ml. To the reaction mixture was added 3-bromomethyl-2,4-difluoro[1,1'-biphenyl] (3.0 g, 0.011 mole) and 0.1 gram of 1,4-diazabicyclo[2.2.2]octane in 35 ml of aceto... Starting materials: [OH-].[K+] (potassium hydroxide), C1OC=2C=C(C=CC2O1)C1(C(C(=O)OCC)O1)C(F)(F)F (ethyl 3-(3,4-methylenedioxyphenyl)-2,3-epoxy-4,4,4-trifluorobutyrate), ice water. The solvent is C(C)O (ethanol), O (water). Run at time 17 hour. Yields the product C1OC=2C=C(C=CC2O1)C(C=O)C(F)(F)F (2-(3,4-methylenedioxyphenyl)-3,3,3-trifluoropropanal). Yield: 42.0%. As a reaction SMILES: [OH-].[K+].[CH2:3]1[O:11][C:10]2[CH:9]=[CH:8][C:7]([C:12]3([C:20]([F:23])([F:22])[F:21])[O:19][CH:13]3C(OCC)=O)=[CH:6][C:5]=2[O:4]1>C(O)C.O>[CH2:3]1[O:11][C:10]2[CH:9]=[CH:8][C:7]([CH:12]([C:20]([F:21])([F:22])[F:23])[CH:13]=[O:19])=[CH:6][C:5]=2[O:4]1 |f:0.1|. Procedure details: Into a solution of 9.5 g of potassium hydroxide in 80 ml of ethanol and 20 ml of water, 24.0 g of ethyl 3-(3,4-methylenedioxyphenyl)-2,3-epoxy-4,4,4-trifluorobutyrate was added with ice-cooling. The reaction solution was stirred at room temperature for 17 hours. Thereafter, the reaction solution was poured into ice water. The resulting solution was washed with diethyl ether and adjusted to pH 2 with 10% HCl and extracted twice with ethyl acetate. The ethyl acetate layers were combined and washed...